This data is from the Open Reaction Database (ORD), a public repository of structured organic reaction records. The task is: describe an organic reaction: reactants, conditions, products, and yield Starting materials: CSc1ncc(-c2nc3cccc(C(=O)O)c3o2)cn1, CNC, O=C(OO)c1cccc(Cl)c1, C1CCOC1, O. Product: CN(C)c1ncc(-c2nc3cccc(C(=O)O)c3o2)cn1. As a reaction SMILES: [CH3:12][S:13][c:14]1[n:15][cH:16][c:17](-[c:20]2[o:21][c:22]3[c:23]([n:24]2)[cH:25][cH:26][cH:27][c:28]3[C:29](=[O:30])[OH:31])[cH:18][n:19]1.[CH3:32][NH:33][CH3:34].[Cl:1][c:2]1[cH:3][cH:4][cH:5][c:6]([C:7]([O:8][OH:9])=[O:10])[cH:11]1.[O:36]1[CH2:37][CH2:38][CH2:39][CH2:40]1.[OH2:35]>>[c:14]1([N:33]([CH3:32])[CH3:34])[n:15][cH:16][c:17](-[c:20]2[o:21][c:22]3[c:23]([n:24]2)[cH:25][cH:26][cH:27][c:28]3[C:29](=[O:30])[OH:31])[cH:18][n:19]1. Starting materials: C(C)(=O)C1=CC(=C(C=C1Cl)Cl)F (6-acetyl-1,3-dichloro-4-fluorobenzene), C(C)(=O)O (acetic acid), [H-].[Na+] (sodium hydride), C(C)OC(OCC)=O (diethylcarbonate). Run in CCOCC (ether), CCOCC (ether). Yields the product ClC1=C(C(=O)CC(=O)OCC)C=C(C(=C1)Cl)F (ethyl 2,4-dichloro-5-fluorobenzoylacetate). The yield is 45.0%. Reaction SMILES: [H-].[Na+].C(O[C:6](=[O:10])[O:7][CH2:8][CH3:9])C.[C:11]([C:14]1[C:19]([Cl:20])=[CH:18][C:17]([Cl:21])=[C:16]([F:22])[CH:15]=1)(=[O:13])[CH3:12].C(O)(=O)C>CCOCC>[Cl:20][C:19]1[CH:18]=[C:17]([Cl:21])[C:16]([F:22])=[CH:15][C:14]=1[C:11]([CH2:12][C:6]([O:7][CH2:8][CH3:9])=[O:10])=[O:13] |f:0.1|. Procedure: To a suspension of prewashed sodium hydride (76.8 g) in ether was added 189 g of diethylcarbonate. The mixture was heated to reflux and a solution of 131.84 g of 6-acetyl-1,3-dichloro-4-fluorobenzene in 1500 ml of ether was added dropwise over 5 hours. The mixture was then refluxed 24 hours, cooled, poured onto a mixture of ice and acetic acid and extracted several times with ether. The ether extracts were combined, washed with water, dried and evaporated. The residue was purified by vacuum dist... Reactants: N,N-disubstituted 4,5-dihydrobenzo[b]thieno[2,3-d]oxepine-2-carboxamide, CN(C=O)C (dimethylformamide), O1C2=C(C(CCC1)=O)C=CC=C2 (3,4-Dihydrobenzo[b]oxepin-5(2H)-one), O=P(Cl)(Cl)Cl (phosphorus oxytrichloride). Product: ClC=1C2=C(OCCC1C=O)C=CC=C2 (5-chloro-2,3-dihydrobenzo[b]oxepine-4-carbaldehyde). Reaction SMILES: [O:1]1[CH2:7][CH2:6][CH2:5][C:4](=O)[C:3]2[CH:9]=[CH:10][CH:11]=[CH:12][C:2]1=2.O=P(Cl)(Cl)[Cl:15].CN(C)[CH:20]=[O:21]>>[Cl:15][C:4]1[C:3]2[CH:9]=[CH:10][CH:11]=[CH:12][C:2]=2[O:1][CH2:7][CH2:6][C:5]=1[CH:20]=[O:21]. Reported procedure: Scheme 2 shows a general method of preparation of N,N-disubstituted 4,5-dihydrobenzo[b]thieno[2,3-d]oxepine-2-carboxamide intermediates 69. 3,4-Dihydrobenzo[b]oxepin-5(2H)-one intermediates 66 are formylated with phosphorus oxytrichloride and dimethylformamide (DMF) to give 5-chloro-2,3-dihydrobenzo[b]oxepine-4-carbaldehyde intermediate 70. Cyclization of 70 with a mercapto acetate ester (HSCH2CO2R where R is alkyl or aryl) in potassium carbonate and DMF gives the 4,5-dihydrobenzo[b]thieno[2,3-d... Reactants: CCN=C=NCCCN(C)C (EDCI), NC1=C(C(=O)O)C=C(C=C1)Cl (2-amino-5-chlorobenzoic acid), Cl.CNOC (N,O-dimethylhydroxylamine hydrochloride), C=1C=CC2=C(C1)N=NN2O (HOBt). Run in C(Cl)Cl (CH2Cl2), O (H2O). Conditions: temperature 25 celsius, time 12 hour. The product is NC1=C(C(=O)N(C)OC)C=C(C=C1)Cl (2-amino-5-chloro-N-methoxy-N-methyl-benzamide). Yield: 59.2%. As a reaction SMILES: [NH2:1][C:2]1[CH:10]=[CH:9][C:8]([Cl:11])=[CH:7][C:3]=1[C:4](O)=[O:5].Cl.[CH3:13][NH:14][O:15][CH3:16].C1C=CC2N(O)N=NC=2C=1.CCN=C=NCCCN(C)C>C(Cl)Cl.O>[NH2:1][C:2]1[CH:10]=[CH:9][C:8]([Cl:11])=[CH:7][C:3]=1[C:4]([N:14]([O:15][CH3:16])[CH3:13])=[O:5] |f:1.2|. Procedure: A solution of 2-amino-5-chlorobenzoic acid (5.0 g, 29.1 mmol), N,O-dimethylhydroxylamine hydrochloride (3.1 g, 32.0 mmol), and HOBt (3.9 g, 29.1 mmol) in CH2Cl2 (100 mL) was cooled to 0° C. and treated with EDCI (17.3 g, 87.3 mmol). The reaction was stirred at 25° C. for 12 h, diluted with H2O, and extracted with EtOAc. The organics were dried (Na2SO4), filtered, and concentrated. Chromatography (SiO2, 1:1 Hex/EtOAc) gave 8 (3.7 g, 60%) as a white solid.